From a dataset of the Open Reaction Database (ORD), a public repository of structured organic reaction records. describe an organic reaction: reactants, conditions, products, and yield Reactants: Cc1c(C)c(C=O)c2c(c1C)CC(C)(C)O2, CC(C)=O, [Na+], [OH-], O. Product: CC(=O)C=Cc1c(C)c(C)c(C)c2c1OC(C)(C)C2. As a reaction SMILES: [CH3:1][C:2]1([CH3:16])[O:3][c:4]2[c:5]([c:7]([CH3:15])[c:8]([CH3:14])[c:9]([CH3:13])[c:10]2[CH:11]=[O:12])[CH2:6]1.[CH3:20][C:21]([CH3:22])=[O:23].[Na+:19].[OH-:18].[OH2:17]>>[CH3:1][C:2]1([CH3:16])[O:3][c:4]2[c:5]([c:7]([CH3:15])[c:8]([CH3:14])[c:9]([CH3:13])[c:10]2[CH:11]=[CH:20][C:21]([CH3:22])=[O:23])[CH2:6]1. Reactants: CC1=CC=C2C(=CNC2=C1)C=NO (6-methyl-1H-indole-3-carbaldehyde oxime), NiCl2.6H2O, [BH4-].[Na+] (sodium borohydride). Solvent: CO (methanol). The product is CC1=CC=C2C(=CNC2=C1)CN (C-(6-methyl-1H-indol-3-yl)-methylamine), solid. As a reaction SMILES: [CH3:1][C:2]1[CH:10]=[C:9]2[C:5]([C:6]([CH:11]=[N:12]O)=[CH:7][NH:8]2)=[CH:4][CH:3]=1.[BH4-].[Na+]>CO>[CH3:1][C:2]1[CH:10]=[C:9]2[C:5]([C:6]([CH2:11][NH2:12])=[CH:7][NH:8]2)=[CH:4][CH:3]=1 |f:1.2|. Reported procedure: To a mixture of 6-methyl-1H-indole-3-carbaldehyde oxime (0.66 g) and NiCl2.6H2O (0.97 g) in methanol (60 ml) was added at 22° C. sodium borohydride (3.04 g) in portions. The suspension was filtered and the filtrate evaporated. The residue was partitioned between aqueous NH3 (1%) and ethyl acetate, the organic layer was dried and evaporated to the give crude C-(6-methyl-1H-indol-3-yl)-methylamine as a yellow semi solid (0.68 g). The reactants are CCOC(=O)C=P(c1ccccc1)(c1ccccc1)c1ccccc1, Cc1ccccc1, O=Cc1ccncc1. Product: CCOC(=O)C=Cc1ccncc1. RXN SMILES: [C:9](=[O:10])([O:11][CH2:12][CH3:13])[CH:14]=[P:15]([c:16]1[cH:17][cH:18][cH:19][cH:20][cH:21]1)([c:22]1[cH:23][cH:24][cH:25][cH:26][cH:27]1)[c:28]1[cH:29][cH:30][cH:31][cH:32][cH:33]1.[CH3:34][c:35]1[cH:36][cH:37][cH:38][cH:39][cH:40]1.[n:1]1[cH:2][cH:3][c:4]([CH:7]=[O:8])[cH:5][cH:6]1>>[n:1]1[cH:2][cH:3][c:4]([CH:7]=[CH:14][C:9](=[O:10])[O:11][CH2:12][CH3:13])[cH:5][cH:6]1.